Dataset: the Open Reaction Database (ORD), a public repository of structured organic reaction records. Task: describe an organic reaction: reactants, conditions, products, and yield Starting materials: CS(=O)(=O)CCO, CCOC(=O)C1=Cc2cc(Cl)c(F)cc2OC1C(F)(F)F, [H-], [Na+], CN(C)C=O. Yields the product CCOC(=O)C1=Cc2cc(Cl)c(O)cc2OC1C(F)(F)F. RXN SMILES: [CH3:22][S:23](=[O:24])([CH2:25][CH2:26][OH:27])=[O:28].[Cl:1][c:2]1[cH:3][c:4]2[c:9]([cH:10][c:11]1[F:12])[O:8][CH:7]([C:13]([F:14])([F:15])[F:16])[C:6]([C:17](=[O:18])[O:19][CH2:20][CH3:21])=[CH:5]2.[H-:29].[Na+:30].[O:31]=[CH:32][N:33]([CH3:34])[CH3:35]>>[Cl:1][c:2]1[cH:3][c:4]2[c:9]([cH:10][c:11]1[OH:24])[O:8][CH:7]([C:13]([F:14])([F:15])[F:16])[C:6]([C:17](=[O:18])[O:19][CH2:20][CH3:21])=[CH:5]2. The solvent is P(=O)([O-])([O-])[O-].[K+].[K+].[K+] (potassium phosphate), C([C@H]([C@@H](CS)O)O)S (DTT), C(C(=O)C)(=O)[O-] (pyruvate), O (water). Reaction SMILES: [C:1](OC[C@H]1OC(O)[C@@H](N)[C@@H](O)[C@@H]1O)(=[O:3])[CH3:2].[OH:16][C:17]([C:19]1([O:30][C@@H:29]([C@@H:31]([C@@H:33]([CH2:35][OH:36])[OH:34])[OH:32])[C@H:24]([NH:25][C:26]([CH3:28])=[O:27])[C@@H:22]([OH:23])[CH2:21]1)[OH:20])=[O:18].C=CC(N)=O>P([O-])([O-])([O-])=O.[K+].[K+].[K+].C(S)[C@@H](O)[C@H](O)CS.C([O-])(=O)C(C)=O.O>[C:1]([O:36][CH2:35][C@@H:33]([OH:34])[C@@H:31]([OH:32])[C@@H:29]1[O:30][C:19]([OH:20])([C:17](=[O:16])[OH:18])[CH2:21][C@H:22]([OH:23])[C@H:24]1[NH:25][C:26](=[O:27])[CH3:28])(=[O:3])[CH3:2] |f:3.4.5.6|. Procedure: In a 10 mL of 0.1M potassium phosphate buffer (pH 7.5) were dissolved 10 mM DTT, 0.5M pyruvate, 100 mg of 6-O-acetylmannosamine, prepared as described above, and 1.5 mg NeuAc aldolase (36 U). The reaction mixture was incubated at 37° C. for 8 days followed by lyophilization. The lyophilized powder was dissolved in a small amount of water and directly applied to a Bio Gel P-2 column (3×90 cm) and eluted with a flow rate of 6 mL/40 minutes at 4° C. To remove the trace amount of contaminated NeuAc ... Starting materials: C(C)(=O)OC[C@@H]1[C@H]([C@@H]([C@@H](C(O)O1)N)O)O (6-O-acetylmannosamine), OC(=O)C1(O)C[C@H](O)[C@@H](NC(=O)C)[C@@H](O1)[C@H](O)[C@H](O)CO (NeuAc), C=CC(=O)N (Bio Gel P-2). The yield is 47.0%. Run at time 8 day. Product: C(C)(=O)OC[C@H]([C@H]([C@H]1[C@@H]([C@H](CC(C(O)=O)(O)O1)O)NC(C)=O)O)O (9-O-Acetyl-N-acetylneuraminic acid). The reactants are O=C([O-])[O-], COc1cc2c(Oc3cc(C)c(C)nc3-c3cccc(C)n3)ccnc2cc1O, CN(C)C=O, ClCCBr, [K+], [K+]. The product is COc1cc2c(Oc3cc(C)c(C)nc3-c3cccc(C)n3)ccnc2cc1OCCCl. RXN SMILES: [C:30](=[O:31])([O-:32])[O-:33].[CH3:1][O:2][c:3]1[cH:4][c:5]2[c:6]([O:14][c:15]3[c:16](-[c:23]4[n:24][c:25]([CH3:29])[cH:26][cH:27][cH:28]4)[n:17][c:18]([CH3:22])[c:19]([CH3:21])[cH:20]3)[cH:7][cH:8][n:9][c:10]2[cH:11][c:12]1[OH:13].[CH3:40][N:41]([CH3:42])[CH:43]=[O:44].[Cl:36][CH2:37][CH2:38][Br:39].[K+:34].[K+:35]>>[CH3:1][O:2][c:3]1[cH:4][c:5]2[c:6]([O:14][c:15]3[c:16](-[c:23]4[n:24][c:25]([CH3:29])[cH:26][cH:27][cH:28]4)[n:17][c:18]([CH3:22])[c:19]([CH3:21])[cH:20]3)[cH:7][cH:8][n:9][c:10]2[cH:11][c:12]1[O:13][CH2:38][CH2:37][Cl:36].